Task: describe an organic reaction: reactants, conditions, products, and yield. Dataset: the Open Reaction Database (ORD), a public repository of structured organic reaction records Starting materials: [OH-].[Na+] (sodium hydroxide), BrCCCl (1-bromo-2-chloroethane), N1=CC=CC2=CC(=CC=C12)CC#N (quinolin-6-ylacetonitrile). The reagents and catalysts are [Cl-].C(C1=CC=CC=C1)[N+](CC)(CC)CC (benzyltriethylammonium chloride). Solvent: O (water). Conditions: temperature 50 celsius, time 3 hour. Yields the product N1=CC=CC2=CC(=CC=C12)C1(CC1)C#N (1-quinolin-6-ylcyclopropanecarbonitrile). As a reaction SMILES: [OH-].[Na+].Br[CH2:4][CH2:5]Cl.[N:7]1[C:16]2[C:11](=[CH:12][C:13]([CH2:17][C:18]#[N:19])=[CH:14][CH:15]=2)[CH:10]=[CH:9][CH:8]=1>[Cl-].C([N+](CC)(CC)CC)C1C=CC=CC=1.O>[N:7]1[C:16]2[C:11](=[CH:12][C:13]([C:17]3([C:18]#[N:19])[CH2:5][CH2:4]3)=[CH:14][CH:15]=2)[CH:10]=[CH:9][CH:8]=1 |f:0.1,4.5|. Procedure details: 60 mL of 50% aqueous sodium hydroxide was added to a mixture of 1-bromo-2-chloroethane (22.0 mL, 265 mmol), quinolin-6-ylacetonitrile (16.0 g, 66.6 mmol), and benzyltriethylammonium chloride (990 mg, 4.3 mmol) at 50° C. The reaction mixture was stirred at 50° C. for 3 h. After cooling to RT, the reaction mixture was poured into 100 mL water, and extracted with dichloromethane (3×100 mL). The combined organic extracts were dried over sodium sulfate, filtered through a pad of silica gel eluting wi... Product: C=CCC(C)(C)CCO. RXN SMILES: [BH4-:10].[CH3:14][CH2:15][OH:16].[CH3:1][C:2]([CH2:3][CH:4]=[O:5])([CH2:6][CH:7]=[CH2:8])[CH3:9].[Cl-:12].[NH4+:13].[Na+:11].[OH2:17]>>[CH3:1][C:2]([CH2:3][CH2:4][OH:5])([CH2:6][CH:7]=[CH2:8])[CH3:9]. Reactants: [BH4-], CCO, C=CCC(C)(C)CC=O, [Cl-], [NH4+], [Na+], O.